From a dataset of the Open Reaction Database (ORD), a public repository of structured organic reaction records. describe an organic reaction: reactants, conditions, products, and yield The reactants are C(C1=CC=NC=C1)(=O)NN (Isonicotinic acid hydrazide), C(C)(C)(C)OC(=O)N1CCC(CC1)OCC(=O)O (4-carboxymethoxypiperidine-1-carboxylic acid tert-butyl ester), C(C)N=C=NCCCN(C)C (ethyl-(3-dimethylaminopropyl)carbodiimide), ON1N=NC2=C1C=CC=C2 (N-hydroxybenzotriazole). Run in C(Cl)Cl (CH2Cl2), C(Cl)Cl (CH2Cl2). Run at time 18 hour. The product is C(C)(C)(C)OC(=O)N1CCC(CC1)OCC(NNC(=O)C1=CC=NC=C1)=O (4-{2-Oxo-2-[N′-(pyridine-4-carbonyl)hydrazino]ethoxy}piperidine-1-carboxylic acid tert-butyl ester). RXN SMILES: [C:1]([O:5][C:6]([N:8]1[CH2:13][CH2:12][CH:11]([O:14][CH2:15][C:16]([OH:18])=O)[CH2:10][CH2:9]1)=[O:7])([CH3:4])([CH3:3])[CH3:2].C(N=C=NCCCN(C)C)C.ON1C2C=CC=CC=2N=N1.[C:40]([NH:48][NH2:49])(=[O:47])[C:41]1[CH:46]=[CH:45][N:44]=[CH:43][CH:42]=1>C(Cl)Cl>[C:1]([O:5][C:6]([N:8]1[CH2:9][CH2:10][CH:11]([O:14][CH2:15][C:16](=[O:18])[NH:49][NH:48][C:40]([C:41]2[CH:46]=[CH:45][N:44]=[CH:43][CH:42]=2)=[O:47])[CH2:12][CH2:13]1)=[O:7])([CH3:2])([CH3:3])[CH3:4]. Procedure details: A solution of 4-carboxymethoxypiperidine-1-carboxylic acid tert-butyl ester (Preparation 1, 1.25 g, 4.82 mmol), ethyl-(3-dimethylaminopropyl)carbodiimide (924 mg, 4.82 mmol) and N-hydroxybenzotriazole (651 mg, 4.82 mmol) in anhydrous CH2Cl2 (30 ml) were stirred at rt for 10 min. Isonicotinic acid hydrazide (601 mg, 4.38 mmol) was added in one portion and stirring continued for a further 18 h. The reaction mixture was diluted with CH2Cl2 (150 ml) and washed with water (30 ml), saturated aqueous N... RXN SMILES: [BH4-].[Na+].[F:3][C:4]1[CH:5]=[N:6][CH:7]=[C:8]([C:12]2[CH:13]=[CH:14][C:15]3[O:19][C:18](=[O:20])[N:17]([CH3:21])[C:16]=3[CH:22]=2)[C:9]=1[CH:10]=[O:11]>C1COCC1.O.[Cl-].[Na+].O.C(Cl)Cl>[F:3][C:4]1[C:9]([CH2:10][OH:11])=[C:8]([C:12]2[CH:13]=[CH:14][C:15]3[O:19][C:18](=[O:20])[N:17]([CH3:21])[C:16]=3[CH:22]=2)[CH:7]=[N:6][CH:5]=1 |f:0.1,5.6.7|. Conditions: time 2 hour. Product: FC=1C(=C(C=NC1)C=1C=CC2=C(N(C(O2)=O)C)C1)CO (5-(5-fluoro-4-(hydroxymethyl)pyridin-3-yl)-3-methylbenzo[d]oxazol-2(3H)-one). Procedure details: Sodium borohydride (6.3 mg, 0.17 mmol) was added to a solution of 3-Fluoro-5-(3-methyl-2-oxo-2,3-dihydro-benzooxazol-5-yl)-pyridine-4-carbaldehyde (47 mg, 0.17 mmol) in THF (0.5 mL) and water (0.1 mL) at 0° C. The resulting mixture was stirred at room temperature for 2 h. Brine was added to the reaction mixture. The resulting mixture was diluted with DCM and water. The organic layer was separated, dried over anhydrous Na2SO4 and concentrated under reduced pressure. The residue was purified by fl... Run in C1CCOC1 (THF), O (water), [Cl-].[Na+].O (Brine), C(Cl)Cl (DCM), O (water). Yield: 15.0%. The reactants are [BH4-].[Na+] (Sodium borohydride), FC=1C=NC=C(C1C=O)C=1C=CC2=C(N(C(O2)=O)C)C1 (3-Fluoro-5-(3-methyl-2-oxo-2,3-dihydro-benzooxazol-5-yl)-pyridine-4-carbaldehyde).